From a dataset of the Open Reaction Database (ORD), a public repository of structured organic reaction records. describe an organic reaction: reactants, conditions, products, and yield Starting materials: COc1ccccc1N1CCN(CCn2cnc3sc4c(c3c2=O)CCN(C(C)=O)C4)CC1, Cl, [Na+], [OH-], O. Product: COc1ccccc1N1CCN(CCn2cnc3sc4c(c3c2=O)CCNC4)CC1. Reaction SMILES: [C:1](=[O:2])([CH3:3])[N:4]1[CH2:5][c:6]2[c:7]([c:8]3[c:9]([n:10][cH:11][n:12]([CH2:15][CH2:16][N:17]4[CH2:18][CH2:19][N:20]([c:23]5[c:24]([O:29][CH3:30])[cH:25][cH:26][cH:27][cH:28]5)[CH2:21][CH2:22]4)[c:13]3=[O:14])[s:31]2)[CH2:32][CH2:33]1.[ClH:37].[Na+:36].[OH-:35].[OH2:34]>>[NH:4]1[CH2:5][c:6]2[c:7]([c:8]3[c:9]([n:10][cH:11][n:12]([CH2:15][CH2:16][N:17]4[CH2:18][CH2:19][N:20]([c:23]5[c:24]([O:29][CH3:30])[cH:25][cH:26][cH:27][cH:28]5)[CH2:21][CH2:22]4)[c:13]3=[O:14])[s:31]2)[CH2:32][CH2:33]1. The reactants are C=CCNc1nc(Cl)nc2ccc([N+](=O)[O-])cc12, CCCN, O. Yields the product C=CCNc1nc(NCCC)nc2ccc([N+](=O)[O-])cc12. As a reaction SMILES: [CH2:1]([CH:2]=[CH2:3])[NH:4][c:5]1[n:6][c:7]([Cl:18])[n:8][c:9]2[cH:10][cH:11][c:12]([N+:15](=[O:16])[O-:17])[cH:13][c:14]12.[CH3:19][CH2:20][CH2:21][NH2:22].[OH2:23]>>[CH2:1]([CH:2]=[CH2:3])[NH:4][c:5]1[n:6][c:7]([NH:22][CH2:21][CH2:20][CH3:19])[n:8][c:9]2[cH:10][cH:11][c:12]([N+:15](=[O:16])[O-:17])[cH:13][c:14]12. The reactants are Cc1ccc(Cl)cc1Cl, O, O=[N+]([O-])O. Yields the product Cc1cc([N+](=O)[O-])c(Cl)cc1Cl. As a reaction SMILES: [Cl:5][c:6]1[c:7]([CH3:13])[cH:8][cH:9][c:10]([Cl:12])[cH:11]1.[OH2:14].[OH:1][N+:2]([O-:3])=[O:4]>>[O-:1][N+:2](=[O:4])[c:9]1[cH:8][c:7]([CH3:13])[c:6]([Cl:5])[cH:11][c:10]1[Cl:12]. Starting materials: CS(C)=O, CC1(C)OCC(CO)CO1, CCOC(C)=O, CCc1c(Cl)ccnc1C(=O)N(C(C)C)C(C)C, [H-], [Na+]. Yields the product CCc1c(OCC2COC(C)(C)OC2)ccnc1C(=O)N(C(C)C)C(C)C. As a reaction SMILES: [CH3:1][S:2]([CH3:3])=[O:4].[CH3:25][C:26]1([CH3:34])[O:27][CH2:28][CH:29]([CH2:32][OH:33])[CH2:30][O:31]1.[CH3:35][CH2:36][O:37][C:38](=[O:39])[CH3:40].[Cl:5][c:6]1[c:7]([CH2:21][CH3:22])[c:8]([C:12](=[O:13])[N:14]([CH:15]([CH3:16])[CH3:17])[CH:18]([CH3:19])[CH3:20])[n:9][cH:10][cH:11]1.[H-:23].[Na+:24]>>[c:6]1([O:33][CH2:32][CH:29]2[CH2:28][O:27][C:26]([CH3:25])([CH3:34])[O:31][CH2:30]2)[c:7]([CH2:21][CH3:22])[c:8]([C:12](=[O:13])[N:14]([CH:15]([CH3:16])[CH3:17])[CH:18]([CH3:19])[CH3:20])[n:9][cH:10][cH:11]1. The reactants are CN(C=O)C (N,N-dimethylformamide), C(CCC)[Li] (n-butyllithium), BrC1=CC=C(C=C1)/C=C/C=1N=C(OC1C)C1=CC=CC=C1 ((E)-4-[2-(4-bromophenyl)vinyl]-5-methyl-2-phenyloxazole), Cl (hydrochloric acid). Run in O1CCCC1 (tetrahydrofuran), CCCCCC (hexane), O1CCCC1 (tetrahydrofuran). Reaction conditions: temperature -70 celsius, time 15 minute. Yields the product CC1=C(N=C(O1)C1=CC=CC=C1)/C=C/C1=CC=C(C=O)C=C1 ((E)-4-[2-(5-methyl-2-phenyl-4-oxazolyl)vinyl]-benzaldehyde). The yield is 53.4%. As a reaction SMILES: C([Li])CCC.Br[C:7]1[CH:12]=[CH:11][C:10](/[CH:13]=[CH:14]/[C:15]2[N:16]=[C:17]([C:21]3[CH:26]=[CH:25][CH:24]=[CH:23][CH:22]=3)[O:18][C:19]=2[CH3:20])=[CH:9][CH:8]=1.CN(C)[CH:29]=[O:30].Cl>CCCCCC.O1CCCC1>[CH3:20][C:19]1[O:18][C:17]([C:21]2[CH:26]=[CH:25][CH:24]=[CH:23][CH:22]=2)=[N:16][C:15]=1/[CH:14]=[CH:13]/[C:10]1[CH:11]=[CH:12][C:7]([CH:29]=[O:30])=[CH:8][CH:9]=1. Reported procedure: A solution of n-butyllithium in hexane (1.6M, 28.7 ml) was added dropwise to a solution of (E)-4-[2-(4-bromophenyl)vinyl]-5-methyl-2-phenyloxazole (13.0 g) in tetrahydrofuran (140 ml) at -70° C. The mixture was stirred at -70° C. for 15 minutes, and then a solution of N,N-dimethylformamide (4.2 g) in tetrahydrofuran (10 ml) was added dropwise at the same temperature. The reaction mixture was stirred at -70° C. for 30 minutes, and then warmed to room temperature. 1N hydrochloric acid (150 ml) was... Reactants: C(C)(=O)OC(C)=O (acetic anhydride), C(C)(=O)C1=C(C(=C(OCCCSC2=CC=C(C=C2)C(CCC(=O)O)=O)C=C1)CCC)O (4-((3-(4-Acetyl-3-hydroxy-2-propylphenoxy)propyl)thio)-gamma-oxobenzenebutanoic acid), O1CCCC=C1 (dihydropyran), O.C1(=CC=C(C=C1)S(=O)(=O)O)C (p-toluenesulfonic acid monohydrate). Reagents/catalysts: CN(C1=CC=NC=C1)C (4-dimethylaminopyridine). Run in C(C)N(CC)CC (triethylamine), C(Cl)Cl (methylene chloride). Reaction conditions: time 2 hour. Product: C(C)(=O)C1=C(C(=C(OCCCSC2=CC=C(C=C2)C(CCC(=O)O)=O)C=C1)CCC)OC(C)=O (4-(3-(4-acetyl-3-acetoxy-2-propylphenoxy)propylthio)-gamma-oxo-benzenebutanoic acid). RXN SMILES: [C:1]([C:4]1[CH:27]=[CH:26][C:7]([O:8][CH2:9][CH2:10][CH2:11][S:12][C:13]2[CH:18]=[CH:17][C:16]([C:19](=[O:25])[CH2:20][CH2:21][C:22]([OH:24])=[O:23])=[CH:15][CH:14]=2)=[C:6]([CH2:28][CH2:29][CH3:30])[C:5]=1[OH:31])(=[O:3])[CH3:2].[O:32]1C=CC[CH2:34][CH2:33]1.O.C1(C)C=CC(S(O)(=O)=O)=CC=1.C(OC(=O)C)(=O)C>C(Cl)Cl.CN(C)C1C=CN=CC=1.C(N(CC)CC)C>[C:1]([C:4]1[CH:27]=[CH:26][C:7]([O:8][CH2:9][CH2:10][CH2:11][S:12][C:13]2[CH:18]=[CH:17][C:16]([C:19](=[O:25])[CH2:20][CH2:21][C:22]([OH:24])=[O:23])=[CH:15][CH:14]=2)=[C:6]([CH2:28][CH2:29][CH3:30])[C:5]=1[O:31][C:33](=[O:32])[CH3:34])(=[O:3])[CH3:2] |f:2.3|. Reported procedure: To a suspension of the compound of Example 6, (1.2 g, 2.7 mmoles) and dihydropyran (0.8 ml, 4.4 mmoles) in methylene chloride (20 ml) was added p-toluenesulfonic acid monohydrate (5 mg) The reaction mixture was stirred at room temperature for two hours. The solution was cooled to 0° and triethylamine (6 ml), 4-dimethylaminopyridine (DMAP) (15 mg) and acetic anhydride (5 ml) were added. The resulting solution stirred at room temperature for two hours. The solution was washed with 5% NaHCO3 (2×), ... Starting materials: CCOC(=O)c1ccc(OC2CCC(C(=O)OC(C)(C)C)CC2)nc1, C1CCOC1, CO, [Li+], [OH-], O. The product is CC(C)(C)OC(=O)C1CCC(Oc2ccc(C(=O)O)cn2)CC1. As a reaction SMILES: [C:1]([CH3:2])([CH3:3])([CH3:4])[O:5][C:6](=[O:7])[CH:8]1[CH2:9][CH2:10][CH:11]([O:14][c:15]2[n:16][cH:17][c:18]([C:19](=[O:20])[O:21][CH2:22][CH3:23])[cH:24][cH:25]2)[CH2:12][CH2:13]1.[CH2:29]1[O:30][CH2:31][CH2:32][CH2:33]1.[CH3:34][OH:35].[Li+:28].[OH-:27].[OH2:26]>>[C:1]([CH3:2])([CH3:3])([CH3:4])[O:5][C:6](=[O:7])[CH:8]1[CH2:9][CH2:10][CH:11]([O:14][c:15]2[n:16][cH:17][c:18]([C:19](=[O:20])[OH:21])[cH:24][cH:25]2)[CH2:12][CH2:13]1. Starting materials: II (Iodine), C(C)NC(C1=CC(=C(C=C1)C)C1=CC=C2C=NNC2=C1)=O (N-ethyl-3-(1H-indazol-6-yl)-4-methylbenzamide), C(C)NC(C1=CC(=C(C=C1)C)C1=CC=C2C=NNC2=C1)=O (N-ethyl-3-(1H-indazol-6-yl)-4-methylbenzamide), S([O-])(O)=O.[Na+] (sodium bisulphite), C(CC(O)(C(=O)O)CC(=O)O)(=O)O (citric acid). The solvent is O1CCOCC1 (1,4-dioxan), [OH-].[Na+] (sodium hydroxide). Run at time 10 minute. Product: C(C)NC(C1=CC(=C(C=C1)C)C1=CC=C2C(=NNC2=C1)I)=O (N-Ethyl-3-(3-iodo-1H-indazol-6-yl)-4-methylbenzamide). Isolated yield 96.5%. As a reaction SMILES: [I:1]I.[CH2:3]([NH:5][C:6](=[O:23])[C:7]1[CH:12]=[CH:11][C:10]([CH3:13])=[C:9]([C:14]2[CH:22]=[C:21]3[C:17]([CH:18]=[N:19][NH:20]3)=[CH:16][CH:15]=2)[CH:8]=1)[CH3:4].S(=O)(O)[O-].[Na+].C(O)(=O)CC(CC(O)=O)(C(O)=O)O>O1CCOCC1.[OH-].[Na+]>[CH2:3]([NH:5][C:6](=[O:23])[C:7]1[CH:12]=[CH:11][C:10]([CH3:13])=[C:9]([C:14]2[CH:22]=[C:21]3[C:17]([C:18]([I:1])=[N:19][NH:20]3)=[CH:16][CH:15]=2)[CH:8]=1)[CH3:4] |f:2.3,6.7|. Procedure: Iodine (1.35 g) was added to a stirred solution of N-ethyl-3-(1H-indazol-6-yl)-4-methylbenzamide (Intermediate 12, 1.1 g) in 1,4-dioxan (20 ml) and aqueous sodium hydroxide (2M, 20 ml) then stirred at room temperature for 10 min. The reaction mixture was treated with aqueous sodium bisulphite (10%, 25 ml) and aqueous citric acid (10%, 25 ml). The mixture was extracted with ethyl acetate (3×25 ml) and the organic extracts were washed with water (30 ml) dried (Na2SO4) and concentrated under vacuum... Reactants: Cl.CC1=CC(=NC(=C1)C1=CC=C(C=C1)N)C(=O)OCC (ethyl 4-methyl-6-(4-aminophenyl)-2-pyridinecarboxylate hydrochloride), C(O)([O-])=O.[Na+] (sodium hydrogen carbonate), Cl (hydrochloric acid), C(C1=CC=CC=C1)OC(=O)Cl (benzyloxycarbonyl chloride). Run in C(C)(=O)OCC (ethyl acetate), O (water). Conditions: time 45 minute. Yields the product CC1=CC(=NC(=C1)C1=CC=C(C=C1)NC(=O)OCC1=CC=CC=C1)C(=O)OCC (ethyl 4-methyl-6-(4-benzyloxycarbonylaminophenyl)-2-pyridinecarboxylate). The yield is 75.0%. As a reaction SMILES: Cl.[CH3:2][C:3]1[CH:8]=[C:7]([C:9]2[CH:14]=[CH:13][C:12]([NH2:15])=[CH:11][CH:10]=2)[N:6]=[C:5]([C:16]([O:18][CH2:19][CH3:20])=[O:17])[CH:4]=1.C(=O)([O-])O.[Na+].[CH2:26]([O:33][C:34](Cl)=[O:35])[C:27]1[CH:32]=[CH:31][CH:30]=[CH:29][CH:28]=1.Cl>C(OCC)(=O)C.O>[CH3:2][C:3]1[CH:8]=[C:7]([C:9]2[CH:10]=[CH:11][C:12]([NH:15][C:34]([O:33][CH2:26][C:27]3[CH:32]=[CH:31][CH:30]=[CH:29][CH:28]=3)=[O:35])=[CH:13][CH:14]=2)[N:6]=[C:5]([C:16]([O:18][CH2:19][CH3:20])=[O:17])[CH:4]=1 |f:0.1,2.3|. Reported procedure: To a mixture of ethyl 4-methyl-6-(4-aminophenyl)-2-pyridinecarboxylate hydrochloride (6 g), water (150 ml), sodium hydrogen carbonate (6 g) and ethyl acetate (150 ml) is added under ice-cooling with agitation benzyloxycarbonyl chloride (4.2 g), and the mixture is agitated for 45 minutes. The reaction mixture is made acidic with diluted hydrochloric acid, and the resulting crystals are collected by filtration, washed with water and dried. The organic layer is separated from the filtrate, washed w... Starting materials: C(#N)[C@H](CC1=CC=C(C=C1)C1=CC(=CC=C1)C)NC(OC(C)(C)C)=O ((S)-tert-butyl 1-cyano-2-(3′-methylbiphenyl-4-yl)ethylcarbamate), [N-]=[N+]=[N-].[Na+] (sodium azide), O (H2O). Reagents/catalysts: [Br-].[Zn+2].[Br-] (zinc bromide). The solvent is CCOC(=O)C (EtOAc), C(C)(C)O (i-propanol). Yields the product C(C)(C)(C)OC(N[C@@H](CC1=CC=C(C=C1)C1=CC(=CC=C1)C)C1=NN=NN1)=O ([(S)-2-(3′-methyl-biphenyl-4-yl)-1-(1H-tetrazol-5-yl)-ethyl]-carbamic acid tert-butyl ester). RXN SMILES: [C:1]([C@@H:3]([NH:18][C:19](=[O:25])[O:20][C:21]([CH3:24])([CH3:23])[CH3:22])[CH2:4][C:5]1[CH:10]=[CH:9][C:8]([C:11]2[CH:16]=[CH:15][CH:14]=[C:13]([CH3:17])[CH:12]=2)=[CH:7][CH:6]=1)#[N:2].[N-:26]=[N+:27]=[N-:28].[Na+].O>C(O)(C)C.CCOC(C)=O.[Br-].[Zn+2].[Br-]>[C:21]([O:20][C:19](=[O:25])[NH:18][C@H:3]([C:1]1[NH:28][N:27]=[N:26][N:2]=1)[CH2:4][C:5]1[CH:6]=[CH:7][C:8]([C:11]2[CH:16]=[CH:15][CH:14]=[C:13]([CH3:17])[CH:12]=2)=[CH:9][CH:10]=1)([CH3:22])([CH3:24])[CH3:23] |f:1.2,6.7.8|. Procedure details: (S)-tert-butyl 1-cyano-2-(3′-methylbiphenyl-4-yl)ethylcarbamate (0.81 g, 2.408 mmol), sodium azide (0.344 g, 5.30 mmol) and zinc bromide (0.325 g, 1.445 mmol) were refluxed in i-propanol (15 mL) and H2O (30 mL) for 6 hours. The reaction mixture was cooled to room temperature, diluted with EtOAc, and washed with 1M HCl and brine. The organic layer was dried over Na2SO4 and concentrated under reduced pressure. The obtained residue was purified by silica gel flash column chromatography (EtOAc/hepta...